From a dataset of the Open Reaction Database (ORD), a public repository of structured organic reaction records. describe an organic reaction: reactants, conditions, products, and yield The reactants are O=C([O-])[O-], CN(CCO)c1ncccn1, CS(C)=O, O=Cc1ccc(F)cc1, [K+], [K+], O. Yields the product CN(CCOc1ccc(C=O)cc1)c1ncccn1. As a reaction SMILES: [C:21](=[O:22])([O-:23])[O-:24].[CH3:10][N:11]([c:12]1[n:13][cH:14][cH:15][cH:16][n:17]1)[CH2:18][CH2:19][OH:20].[CH3:28][S:29](=[O:30])[CH3:31].[F:1][c:2]1[cH:3][cH:4][c:5]([CH:6]=[O:7])[cH:8][cH:9]1.[K+:25].[K+:26].[OH2:27]>>[c:2]1([O:20][CH2:19][CH2:18][N:11]([CH3:10])[c:12]2[n:13][cH:14][cH:15][cH:16][n:17]2)[cH:3][cH:4][c:5]([CH:6]=[O:7])[cH:8][cH:9]1. The solvent is CO (methanol), O (water). Yields the product ClC1=C(C=C2C(=C(C(NC2=C1)=O)C1=CC(=CC(=C1)C)C)NCCC1N(CCC1)C)[N+](=O)[O-] (7-chloro-3-(3,5-dimethylphenyl)-4-[2-(1-methylpyrrolidin-2-yl)-ethylamino]-6-nitro-1H-quinolin-2-one). Procedure: To a solution of N-[7-chloro-3-(3,5-dimethylphenyl)-6-nitro-2-oxo-1,2-dihydroquinolin-4-yl]-2,2,2-trifluoro-N-[2-(1-methylpyrrolidin-2-yl)-ethyl]acetamide (50 mg in a mixture of 1.0 mL methanol and 0.10 mL water) was added 25 mg potassium carbonate and the mixture heated to 60° C. After 4 hours, the mixture was cooled to room temperature and the solvent removed in vacuo. The residue was dissolved in ethyl acetate and washed sequentially with water and brine then dried over sodium sulfate. Purifi... Reaction conditions: temperature 60 celsius, time 4 hour. The reactants are ClC1=C(C=C2C(=C(C(NC2=C1)=O)C1=CC(=CC(=C1)C)C)N(C(C(F)(F)F)=O)CCC1N(CCC1)C)[N+](=O)[O-] (N-[7-chloro-3-(3,5-dimethylphenyl)-6-nitro-2-oxo-1,2-dihydroquinolin-4-yl]-2,2,2-trifluoro-N-[2-(1-methylpyrrolidin-2-yl)-ethyl]acetamide), C([O-])([O-])=O.[K+].[K+] (potassium carbonate). Reaction SMILES: [Cl:1][C:2]1[CH:11]=[C:10]2[C:5]([C:6]([N:21]([CH2:28][CH2:29][CH:30]3[CH2:34][CH2:33][CH2:32][N:31]3[CH3:35])C(=O)C(F)(F)F)=[C:7]([C:13]3[CH:18]=[C:17]([CH3:19])[CH:16]=[C:15]([CH3:20])[CH:14]=3)[C:8](=[O:12])[NH:9]2)=[CH:4][C:3]=1[N+:36]([O-:38])=[O:37].C(=O)([O-])[O-].[K+].[K+]>CO.O>[Cl:1][C:2]1[CH:11]=[C:10]2[C:5]([C:6]([NH:21][CH2:28][CH2:29][CH:30]3[CH2:34][CH2:33][CH2:32][N:31]3[CH3:35])=[C:7]([C:13]3[CH:14]=[C:15]([CH3:20])[CH:16]=[C:17]([CH3:19])[CH:18]=3)[C:8](=[O:12])[NH:9]2)=[CH:4][C:3]=1[N+:36]([O-:38])=[O:37] |f:1.2.3|. Reactants: CC(C)CC(NC(=O)C(NC(=O)OC(C)(C)C)C(C)C)B1OC2CC3CC(C3(C)C)C2(C)O1, CC(C)CC(NC(=O)OC(C)(C)C)C(=O)O. Product: CC(C)CC(NC(=O)C(CC(C)C)NC(=O)OC(C)(C)C)B1OC2CC3CC(C3(C)C)C2(C)O1. Reaction SMILES: [C:1]([O:2][C:3](=[O:4])[NH:5][CH:6]([C:7](=[O:8])[NH:13][CH:14]([CH2:15][CH:16]([CH3:17])[CH3:18])[B:19]1[O:20][C:21]2([CH3:31])[CH:22]3[C:23]([CH3:29])([CH3:30])[CH:24]([CH2:25][CH:26]2[O:27]1)[CH2:28]3)[CH:9]([CH3:10])[CH3:11])([CH3:12])([CH3:32])[CH3:33].[C:34](=[O:35])([O:36][C:37]([CH3:38])([CH3:39])[CH3:40])[NH:41][CH:42]([CH2:43][CH:44]([CH3:45])[CH3:46])[C:47](=[O:48])[OH:49]>>[NH:13]([CH:14]([CH2:15][CH:16]([CH3:17])[CH3:18])[B:19]1[O:20][C:21]2([CH3:31])[CH:22]3[C:23]([CH3:29])([CH3:30])[CH:24]([CH2:25][CH:26]2[O:27]1)[CH2:28]3)[C:47]([CH:42]([NH:41][C:34](=[O:35])[O:36][C:37]([CH3:38])([CH3:39])[CH3:40])[CH2:43][CH:44]([CH3:45])[CH3:46])=[O:49].